This data is from the Open Reaction Database (ORD), a public repository of structured organic reaction records. The task is: describe an organic reaction: reactants, conditions, products, and yield Reactants: FC(C(=O)O)(F)F (Trifluoroacetic acid), C(C)C(CC)(C1=CC(=C(C=C1)C#CC(C(F)(F)F)(C(F)(F)F)OCOC)C)C1=CC(=C(C=C1)B1OC(C(O1)(C)C)(C)C)C (2-(4-{1-ethyl-1-[3-methyl-4-(4,4,4-trifluoro-3-methoxymethoxy-3-trifluoromethyl-1-butynyl)-phenyl]-propyl}-2-methyl-phenyl)-4,4,5,5-tetramethyl-[1,3,2]dioxaborolane). Run in ClCCl (dichloromethane). Reaction conditions: time 6 hour. The product is C(C)C(CC)(C1=CC(=C(C=C1)B1OC(C(O1)(C)C)(C)C)C)C1=CC(=C(C=C1)C#CC(C(F)(F)F)(O)C(F)(F)F)C (4-(4-{1-ethyl-1-[3-methyl-4-(4,4,5,5-tetramethyl-[1,3,2]dioxaborolan-2-yl)-phenyl]-propyl}-2-methyl-phenyl)-1,1,1-trifluoro-2-trifluoromethyl-3-butyn-2-ol). The yield is 53.8%. As a reaction SMILES: FC(F)(F)C(O)=O.[CH2:8]([C:10]([C:35]1[CH:40]=[CH:39][C:38]([B:41]2[O:45][C:44]([CH3:47])([CH3:46])[C:43]([CH3:49])([CH3:48])[O:42]2)=[C:37]([CH3:50])[CH:36]=1)([C:13]1[CH:18]=[CH:17][C:16]([C:19]#[C:20][C:21]([O:30]COC)([C:26]([F:29])([F:28])[F:27])[C:22]([F:25])([F:24])[F:23])=[C:15]([CH3:34])[CH:14]=1)[CH2:11][CH3:12])[CH3:9]>ClCCl>[CH2:8]([C:10]([C:13]1[CH:18]=[CH:17][C:16]([C:19]#[C:20][C:21]([C:22]([F:25])([F:23])[F:24])([OH:30])[C:26]([F:28])([F:27])[F:29])=[C:15]([CH3:34])[CH:14]=1)([C:35]1[CH:40]=[CH:39][C:38]([B:41]2[O:45][C:44]([CH3:46])([CH3:47])[C:43]([CH3:48])([CH3:49])[O:42]2)=[C:37]([CH3:50])[CH:36]=1)[CH2:11][CH3:12])[CH3:9]. Reported procedure: Trifluoroacetic acid (0.8 mL) was added to a solution of 2-(4-{1-ethyl-1-[3-methyl-4-(4,4,4-trifluoro-3-methoxymethoxy-3-trifluoromethyl-1-butynyl)-phenyl]-propyl}-2-methyl-phenyl)-4,4,5,5-tetramethyl-[1,3,2]dioxaborolane (Example 25-(4); 284 mg, 0.464 mmol) in dichloromethane (4 mL) in a nitrogen atmosphere at room temperature, and the mixture was stirred at room temperature for six hours. Then, the reaction mixture was concentrated under reduced pressure. The resulting residue was purified by ... Reactants: [Si](C)(C)(C(C)(C)C)OCCOC1=CC=C(C=C1)CO ([4-(2-{[tert-butyl(dimethyl)silyl]oxy}ethoxy)phenyl]methanol), II (iodine), N1C=NC=C1 (imidazole), C1(=CC=CC=C1)P(C1=CC=CC=C1)C1=CC=CC=C1 (triphenylphosphine). Run in C(Cl)Cl (CH2Cl2), C(Cl)Cl (CH2Cl2). Conditions: temperature 0 celsius, time 10 minute. The product is C(C)(C)(C)[Si](C)(C)OCCOC1=CC=C(C=C1)CI (tert-Butyl{2-[4-(iodomethyl)phenoxy]ethoxy}dimethylsilane). As a reaction SMILES: [I:1]I.N1C=CN=C1.C1(P(C2C=CC=CC=2)C2C=CC=CC=2)C=CC=CC=1.[Si:27]([O:34][CH2:35][CH2:36][O:37][C:38]1[CH:43]=[CH:42][C:41]([CH2:44]O)=[CH:40][CH:39]=1)([C:30]([CH3:33])([CH3:32])[CH3:31])([CH3:29])[CH3:28]>C(Cl)Cl>[C:30]([Si:27]([O:34][CH2:35][CH2:36][O:37][C:38]1[CH:43]=[CH:42][C:41]([CH2:44][I:1])=[CH:40][CH:39]=1)([CH3:29])[CH3:28])([CH3:33])([CH3:32])[CH3:31]. Reported procedure: At 0° C., iodine (1.2 eq.) and imidazole (1.2 eq.) were added to a CH2Cl2 solution (0.05 M) of triphenylphosphine (1.2 eq.). The resulting yellow-orange suspension was stirred at 0° C. for 10 min and then at RT for 15 min. Finally, [4-(2-{[tert-butyl(dimethyl)silyl]oxy}ethoxy)phenyl]methanol from the previous step (1 eq.) was added over 30 min as a 0.2 M CH2Cl2 solution. After another 10 h of stirring at RT, the volatiles were removed in vacuo. The resulting brown residue was suspended in ether ... The reactants are COC1=CC=C(C=C1)C(C1CCNCC1)C1=CC=C(C=C1)OC (4-[bis(4-methoxyphenyl)methyl]piperidine), ClCCCOC1=CC(=C(C=C1)OC)OC (4-(3-chloropropoxy)-1,2-dimethoxybenzene), C([O-])([O-])=O.[K+].[K+] (potassium carbonate), [I-].[K+] (potassium iodide). Run in C(CCC)O (1-butanol). Yields the product COC1=CC=C(C=C1)C(C1CCN(CC1)CCCOC1=CC(=C(C=C1)OC)OC)C1=CC=C(C=C1)OC (4-[Bis(4-methoxyphenyl)methyl]-1-[3-(3,4-dimethoxyphenoxy)propyl]piperidine). Reaction SMILES: [CH3:1][O:2][C:3]1[CH:8]=[CH:7][C:6]([CH:9]([C:16]2[CH:21]=[CH:20][C:19]([O:22][CH3:23])=[CH:18][CH:17]=2)[CH:10]2[CH2:15][CH2:14][NH:13][CH2:12][CH2:11]2)=[CH:5][CH:4]=1.Cl[CH2:25][CH2:26][CH2:27][O:28][C:29]1[CH:34]=[CH:33][C:32]([O:35][CH3:36])=[C:31]([O:37][CH3:38])[CH:30]=1.C(=O)([O-])[O-].[K+].[K+].[I-].[K+]>C(O)CCC>[CH3:1][O:2][C:3]1[CH:4]=[CH:5][C:6]([CH:9]([C:16]2[CH:17]=[CH:18][C:19]([O:22][CH3:23])=[CH:20][CH:21]=2)[CH:10]2[CH2:15][CH2:14][N:13]([CH2:25][CH2:26][CH2:27][O:28][C:29]3[CH:34]=[CH:33][C:32]([O:35][CH3:36])=[C:31]([O:37][CH3:38])[CH:30]=3)[CH2:12][CH2:11]2)=[CH:7][CH:8]=1 |f:2.3.4,5.6|. Procedure details: A mixture of 5.58 g (0.02 mole) of 4-[bis(4-methoxyphenyl)methyl]piperidine, 4.83 g (0.021 mole) of 4-(3-chloropropoxy)-1,2-dimethoxybenzene, and potassium carbonate, 5.52 g (0.04 mole) was heated overnight at reflux in 350 ml of 1-butanol containing potassium iodide (0.3 g). The reaction mixture was stripped to dryness, and the residue partitioned between chloroform-5% sodium hydroxide and chloroform-water. Removal of chloroform gave a dark brown oil. The oil was subjected to column chromatogra... Starting materials: C1(=CC=CC=C1)C1CNC2=CC=CC=C12 (3-phenylindoline), ice, C(C)(=O)[O-].[Na+] (sodium acetate), ClCC(=O)Cl (chloroacetylchloride). Solvent: CC(=O)C (acetone), O (water). Conditions: time 1 hour. Product: ClCC(=O)N1CC(C2=CC=CC=C12)C1=CC=CC=C1 (N-chloroacetyl-3-phenylindoline). As a reaction SMILES: [C:1]1([CH:7]2[C:15]3[C:10](=[CH:11][CH:12]=[CH:13][CH:14]=3)[NH:9][CH2:8]2)[CH:6]=[CH:5][CH:4]=[CH:3][CH:2]=1.[Cl:16][CH2:17][C:18](Cl)=[O:19].C([O-])(=O)C.[Na+]>CC(C)=O.O>[Cl:16][CH2:17][C:18]([N:9]1[C:10]2[C:15](=[CH:14][CH:13]=[CH:12][CH:11]=2)[CH:7]([C:1]2[CH:2]=[CH:3][CH:4]=[CH:5][CH:6]=2)[CH2:8]1)=[O:19] |f:2.3|. Procedure: A solution of 11.1 g of 3-phenylindoline in 60 ml of acetone was cooled to 0° C., 5.1 ml of chloroacetylchloride was added and the mixture poured into an ice cold solution of 10 g of sodium acetate in 50 ml of water. The mixture was then stirred for one hour at room temperature and the residual solid removed by filtration. Recrystallization from ethanol gave a yield of 13.0 g of the desired N-chloroacetyl-3-phenylindoline having a melting point of 76°-78° C. Starting materials: C(C=C)#N (acrylonitrile), BrC=1C=CC(=C(C1)C=1NC(C2=C(N1)C(=NN2C)CCC)=O)OCC (5-(5-bromo-2-ethoxyphenyl)-1-methyl-3-n-propyl-1,6-dihydro-7H-pyrazolo[4,3-d]pyrimidin-7-one). Product: C(C)OC1=C(C=C(/C=C/C#N)C=C1)C=1NC(C2=C(N1)C(=NN2C)CCC)=O ((E)-4-Ethoxy-3-(1-methyl-7-oxo-3-n-propyl-1,6-dihydro-7H-pyrazolo[4,3-d]pyrimidin-5-yl)cinnamonitrile), crystals. The yield is 33.0%. As a reaction SMILES: [C:1](#[N:4])[CH:2]=[CH2:3].Br[C:6]1[CH:7]=[CH:8][C:9]([O:26][CH2:27][CH3:28])=[C:10]([C:12]2[NH:13][C:14](=[O:25])[C:15]3[N:20]([CH3:21])[N:19]=[C:18]([CH2:22][CH2:23][CH3:24])[C:16]=3[N:17]=2)[CH:11]=1>>[CH2:27]([O:26][C:9]1[CH:8]=[CH:7][C:6](/[CH:3]=[CH:2]/[C:1]#[N:4])=[CH:11][C:10]=1[C:12]1[NH:13][C:14](=[O:25])[C:15]2[N:20]([CH3:21])[N:19]=[C:18]([CH2:22][CH2:23][CH3:24])[C:16]=2[N:17]=1)[CH3:28]. Procedure: The title compound was prepared from acrylonitrile and 5-(5-bromo-2-ethoxyphenyl)-1-methyl-3-n-propyl-1,6-dihydro-7H-pyrazolo[4,3-d]pyrimidin-7-one following the procedure of Example 19 and was obtained as off-white crystals (33%). Found: C,65.99; H,5.52; N,19.07. C20H21N5O2 requires C,66.10; H,5.82; N,19.27%. Starting materials: ClC1=NC(=C(C(=N1)Cl)O)Cl (2,4,6-trichloro-pyrimidin-5-ol), C(C)(C)(C)C1OC1 (2-tert-butyl oxirane). Run at temperature 100 celsius. Yields the product CC(C(COC=1C(=NC(=NC1Cl)Cl)Cl)O)(C)C (3,3-Dimethyl-1-(2,4,6-trichloro-pyrimidin-5-yloxy)-butan-2-ol). Isolated yield 52.0%. RXN SMILES: [Cl:1][C:2]1[N:7]=[C:6]([Cl:8])[C:5]([OH:9])=[C:4]([Cl:10])[N:3]=1.[C:11]([CH:15]1[CH2:17][O:16]1)([CH3:14])([CH3:13])[CH3:12]>>[CH3:12][C:11]([CH3:14])([CH3:13])[CH:15]([OH:16])[CH2:17][O:9][C:5]1[C:4]([Cl:10])=[N:3][C:2]([Cl:1])=[N:7][C:6]=1[Cl:8]. Reported procedure: A mixture of 2,4,6-trichloro-pyrimidin-5-ol (400 mg, 2.01 mmol) and 2-tert-butyl oxirane (3 mL) was heated at 100° C. for 3 hours before being cooled and concentrated in vacuo. The resultant residue was triturated in hot methanol and the insoluble material removed. The filtrate was concentrated in vacuo and the resultant residue was purified by column chromatography (SiO2, 0-15% ethyl acetate in cyclohexane) to give 3,3-Dimethyl-1-(2,4,6-trichloro-pyrimidin-5-yloxy)-butan-2-ol as a white solid (...